From a dataset of the Open Reaction Database (ORD), a public repository of structured organic reaction records. describe an organic reaction: reactants, conditions, products, and yield Reaction SMILES: [CH3:36][OH:37].[OH:1][c:2]1[c:3](-[c:8]2[n:9][c:10]3[cH:11][c:12]([CH3:35])[cH:13][cH:14][c:15]3[c:16]([N:18]3[CH2:19][CH:20]([CH2:23][NH:24][C:25](=[O:26])[O:27][CH2:28][c:29]4[cH:30][cH:31][cH:32][cH:33][cH:34]4)[CH2:21][CH2:22]3)[n:17]2)[cH:4][cH:5][cH:6][cH:7]1>>[OH:1][c:2]1[c:3](-[c:8]2[n:9][c:10]3[cH:11][c:12]([CH3:35])[cH:13][cH:14][c:15]3[c:16]([N:18]3[CH2:19][CH:20]([CH2:23][NH2:24])[CH2:21][CH2:22]3)[n:17]2)[cH:4][cH:5][cH:6][cH:7]1. The product is Cc1ccc2c(N3CCC(CN)C3)nc(-c3ccccc3O)nc2c1. Starting materials: CO, Cc1ccc2c(N3CCC(CNC(=O)OCc4ccccc4)C3)nc(-c3ccccc3O)nc2c1. Reactants: C(=O)(OC(C)(C)C)N1[C@H](C[C@H](CC1)OC1OCCCC1)C (cis-N-BOC-2-methyl-4-[(tetrahydropyran-2-yl)oxy]piperidine), C=CC1=CC=CC=C1.C(=C)C1=C(C=CC=C1)C=C (styrene/divinylbenzene). The solvent is CO (methanol). Run at time 22 hour. Product: C(=O)(OC(C)(C)C)N1[C@H](C[C@H](CC1)O)C (cis-N-BOC-2-methyl-4-hydroxypiperidine). As a reaction SMILES: [C:1]([N:8]1[CH2:13][CH2:12][C@H:11]([O:14]C2CCCCO2)[CH2:10][C@@H:9]1[CH3:21])([O:3][C:4]([CH3:7])([CH3:6])[CH3:5])=[O:2].C=CC1C=CC=CC=1.C(C1C=CC=CC=1C=C)=C>CO>[C:1]([N:8]1[CH2:13][CH2:12][C@H:11]([OH:14])[CH2:10][C@@H:9]1[CH3:21])([O:3][C:4]([CH3:7])([CH3:6])[CH3:5])=[O:2] |f:1.2|. Procedure: A solution of 14.6 g (0.04876 mol) of cis-N-BOC-2-methyl-4-[(tetrahydropyran-2-yl)oxy]piperidine in 120 ml of methanol is treated with 20 g of cationic exchanger Dowex® 50 WX8 (H+ form; 50-100 mesh (50 mesh corresponds to a granular size of c. 300 μm, 100 mesh to c. 150 μm); cationic exchanger based on a styrene/divinylbenzene polymer containing sulfonyl groups; registered trademark of Dow Chemicals Co., USA)), and the mixture is stirred for 22 hours at room temperature. After filtration, washin... Starting materials: 338, N1CC1 (aziridine), C(O)([O-])=O.[Na+] (sodium hydrogen carbonate), S1C(=CC=C1)C(=O)Cl (2-thiophenecarbonyl chloride), [OH-].[Na+] (sodium hydroxide). The solvent is O (water). Run at time 45 minute. The product is 42, S1C(=CC=C1)C(=O)N1CC1 (1-(2-thienylcarbonyl)aziridine). RXN SMILES: [NH:1]1[CH2:3][CH2:2]1.C(=O)([O-])O.[Na+].[S:9]1[CH:13]=[CH:12][CH:11]=[C:10]1[C:14](Cl)=[O:15].[OH-].[Na+]>O>[S:9]1[CH:13]=[CH:12][CH:11]=[C:10]1[C:14]([N:1]1[CH2:3][CH2:2]1)=[O:15] |f:1.2,4.5|. Procedure details: To a cooled (0° c) mixture of 338 parts of a solution of aziridine in water 0.875 N and 22 parts of sodium hydrogen carbonate are added dropwise, during a 45 minutes-period, 87 parts of 2-thiophenecarbonyl chloride while stirring vigorously. Upon completion, stirring is continued for 45 minutes without cooling. The reaction mixture is warmed to room temperature and alkalized with a diluted sodium hydroxide solution till pH 8 is reached. The product is extracted three times with trichloromethane.... The reactants are N(=[N+]=[N-])CC1=NN(N=C1CN(C(=O)OC(C)(C)C)C(=O)OC(C)(C)C)C[C@H]1N(C([C@H]1NC(\C(\C=1N=C(SC1)NC(=O)OC(C)(C)C)=N/OC1(CC1)C(=O)OC(C1=CC=CC=C1)C1=CC=CC=C1)=O)=O)S(=O)(=O)O ((2R,3S)-2-((4-(azidomethyl)-5-((bis(tert-butoxycarbonyl)amino)methyl)-2H-1,2,3-triazol-2-yl)methyl)-3-((Z)-2-((1-((benzhydryloxy)carbonyl)cyclopropoxy)imino)-2-(2-((tert-butoxycarbonyl)amino)thiazol-4-yl)acetamido)-4-oxoazetidine-1-sulfonic acid). Reagents/catalysts: [Pd] (Pd—C). Solvent: CCOC(=O)C (EtOAc), CCO (EtOH). Reaction conditions: time 4 hour. The product is NCC1=NN(N=C1CN(C(=O)OC(C)(C)C)C(=O)OC(C)(C)C)C[C@H]1N(C([C@H]1NC(\C(\C=1N=C(SC1)NC(=O)OC(C)(C)C)=N/OC1(CC1)C(=O)OC(C1=CC=CC=C1)C1=CC=CC=C1)=O)=O)S(=O)(=O)O ((2R,3S)-2-((4-(aminomethyl)-5-((bis(tert-butoxycarbonyl)amino)methyl)-2H-1,2,3-triazol-2-yl)methyl)-3-((Z)-2-((1-((benzhydryloxy)carbonyl)cyclopropoxy)imino)-2-(2-((tert-butoxycarbonyl)amino)thiazol-4-yl)acetamido)-4-oxoazetidine-1-sulfonic acid). As a reaction SMILES: [N:1]([CH2:4][C:5]1[C:9]([CH2:10][N:11]([C:19]([O:21][C:22]([CH3:25])([CH3:24])[CH3:23])=[O:20])[C:12]([O:14][C:15]([CH3:18])([CH3:17])[CH3:16])=[O:13])=[N:8][N:7]([CH2:26][C@@H:27]2[C@H:30]([NH:31][C:32](=[O:68])/[C:33](=[N:47]\[O:48][C:49]3([C:52]([O:54][CH:55]([C:62]4[CH:67]=[CH:66][CH:65]=[CH:64][CH:63]=4)[C:56]4[CH:61]=[CH:60][CH:59]=[CH:58][CH:57]=4)=[O:53])[CH2:51][CH2:50]3)/[C:34]3[N:35]=[C:36]([NH:39][C:40]([O:42][C:43]([CH3:46])([CH3:45])[CH3:44])=[O:41])[S:37][CH:38]=3)[C:29](=[O:69])[N:28]2[S:70]([OH:73])(=[O:72])=[O:71])[N:6]=1)=[N+]=[N-]>CCOC(C)=O.CCO.[Pd]>[NH2:1][CH2:4][C:5]1[C:9]([CH2:10][N:11]([C:12]([O:14][C:15]([CH3:17])([CH3:18])[CH3:16])=[O:13])[C:19]([O:21][C:22]([CH3:25])([CH3:24])[CH3:23])=[O:20])=[N:8][N:7]([CH2:26][C@@H:27]2[C@H:30]([NH:31][C:32](=[O:68])/[C:33](=[N:47]\[O:48][C:49]3([C:52]([O:54][CH:55]([C:56]4[CH:61]=[CH:60][CH:59]=[CH:58][CH:57]=4)[C:62]4[CH:63]=[CH:64][CH:65]=[CH:66][CH:67]=4)=[O:53])[CH2:51][CH2:50]3)/[C:34]3[N:35]=[C:36]([NH:39][C:40]([O:42][C:43]([CH3:44])([CH3:45])[CH3:46])=[O:41])[S:37][CH:38]=3)[C:29](=[O:69])[N:28]2[S:70]([OH:73])(=[O:71])=[O:72])[N:6]=1. Reported procedure: To a solution of (2R,3S)-2-((4-(azidomethyl)-5-((bis(tert-butoxycarbonyl)amino)methyl)-2H-1,2,3-triazol-2-yl)methyl)-3-((Z)-2-((1-((benzhydryloxy)carbonyl)cyclopropoxy)imino)-2-(2-((tert-butoxycarbonyl)amino)thiazol-4-yl)acetamido)-4-oxoazetidine-1-sulfonic acid (111 mg, 0.11 mmol) in EtOAc (1.1 mL) and EtOH (0.22 mL) under N2 was added Pd—C (22 mg, 0.021 mmol). The system was evacuated and backfilled with H2 (3×). After stirring at rt for 4 h, the reaction mixture was filtered through celite wi... Run in CO (MeOH), CN(C)C=O (DMF). Reaction SMILES: [Cl:1][C:2]1[CH:3]=[C:4]([S:33]([NH2:36])(=[O:35])=[O:34])[CH:5]=[CH:6][C:7]=1[CH2:8][S:9][C:10]1[N:11]([C:26]2[CH:31]=[CH:30][C:29]([F:32])=[CH:28][CH:27]=2)[C:12]([C:15]([C:18]2[CH:23]=[CH:22][C:21]([Cl:24])=[C:20]([Cl:25])[CH:19]=2)([CH3:17])[CH3:16])=[CH:13][N:14]=1.[OH-].[Na+].[N:39]1([NH:44][C:45](=[O:53])[O:46][C:47]2[CH:52]=[CH:51][CH:50]=[CH:49][CH:48]=2)[CH2:43][CH2:42][CH2:41][CH2:40]1.C1(OC(Cl)=O)C=CC=CC=1.NN1CCCC1.Cl>CO.CN(C=O)C>[N:39]1([NH:44][C:45](=[O:53])[O:46][C:47]2[CH:48]=[CH:49][CH:50]=[CH:51][CH:52]=2)[CH2:40][CH2:41][CH2:42][CH2:43]1.[Cl:1][C:2]1[CH:3]=[C:4]([S:33]([NH:36][C:45](=[O:46])[NH:44][N:39]2[CH2:43][CH2:42][CH2:41][CH2:40]2)(=[O:35])=[O:34])[CH:5]=[CH:6][C:7]=1[CH2:8][S:9][C:10]1[N:11]([C:26]2[CH:31]=[CH:30][C:29]([F:32])=[CH:28][CH:27]=2)[C:12]([C:15]([C:18]2[CH:23]=[CH:22][C:21]([Cl:24])=[C:20]([Cl:25])[CH:19]=2)([CH3:17])[CH3:16])=[CH:13][N:14]=1 |f:1.2|. Yields the product N1(CCCC1)NC(OC1=CC=CC=C1)=O (Phenyl pyrrolidin-1-ylcarbamate), ClC=1C=C(C=CC1CSC=1N(C(=CN1)C(C)(C)C1=CC(=C(C=C1)Cl)Cl)C1=CC=C(C=C1)F)S(=O)(=O)NC(NN1CCCC1)=O (3-Chloro-4-((5-(2-(3,4-dichlorophenyl)propan-2-yl)-1-(4-fluorophenyl)-1H-imidazol-2-ylthio)methyl)-N-(pyrrolidin-1-ylcarbamoyl)benzenesulfonamide). Isolated yield 30.7%. Starting materials: ClC=1C=C(C=CC1CSC=1N(C(=CN1)C(C)(C)C1=CC(=C(C=C1)Cl)Cl)C1=CC=C(C=C1)F)S(=O)(=O)N (3-chloro-4-((5-(2-(3,4-dichlorophenyl)propan-2-yl)-1-(4-fluorophenyl)-1H-imidazol-2-ylthio)methyl)benzenesulfonamide), [OH-].[Na+] (sodium hydroxide), C1(=CC=CC=C1)OC(=O)Cl (phenychloroformate), NN1CCCC1 (1-aminopyrrolidine), Cl (HCl), N1(CCCC1)NC(OC1=CC=CC=C1)=O (phenyl pyrrolidin-1-ylcarbamate). Run at time 16 hour. Procedure: To a stirred solution of 3-chloro-4-((5-(2-(3,4-dichlorophenyl)propan-2-yl)-1-(4-fluorophenyl)-1H-imidazol-2-ylthio)methyl)benzenesulfonamide (76 mg, 0.13 mmol, 1.0 eq) in MeOH (0.5 mL) was added sodium hydroxide (5 mg, 0.13 mmol, 1.0 eq, dissolved in 0.5 mL MeOH). The mixture was stirred at room temperature for 16 h then concentrated in vacuo. The residue was diluted with anhydrous DMF (0.5 mL) and then charged with a solution of phenyl pyrrolidin-1-ylcarbamate (30 mg, 0.14 mmol, 1.1 eq) in 0.5... Reactants: stock solution, [O-]P(=O)([O-])[O-].[K+].[K+].[K+] (K3PO4), IC=1C=C(C=C(C1)C)C (5-iodo-m-xylene), CNC=O (N-methylformamide), Six, Teflon, Teflon. The reagents and catalysts are [Cu]I (CuI). Conditions: temperature 110 celsius, time 24 hour. Reported procedure: Six 15 mL test tubes with screw threads were equipped with one 10×3 mm Teflon-coated stirring bar each and charged with CuI (9.6 mg, 0.050 mmol, 5.0 mol %), the ligand (in those cases where the ligand was a solid; 0.10 mmol), and K3PO4 (430 mg, 2.03 mmol). Each test tube was closed with an open-top screw cap fitted with a Teflon-lined silicon rubber septum, evacuated through a 21-gauge needle, and then backfilled with argon. Meanwhile, a stock solution of 5-iodo-m-xylene (2.16 mL, 15.0 mmol), N-... RXN SMILES: [O-]P([O-])([O-])=O.[K+].[K+].[K+].[I:9][C:10]1[CH:11]=[C:12]([CH3:17])[CH:13]=[C:14]([CH3:16])[CH:15]=1.[CH3:18][NH:19][CH:20]=[O:21]>C1(C)C=CC=CC=1.[Cu]I>[I:9][C:10]1[CH:15]=[C:14]([CH3:16])[CH:13]=[C:12]([CH3:17])[CH:11]=1.[CH3:18][NH:19][CH:20]=[O:21].[CH3:14][CH2:15][CH2:10][CH2:11][CH2:12][CH2:15][CH2:10][CH2:11][CH2:12][CH2:13][CH2:14][CH3:16] |f:0.1.2.3|. Product: IC=1C=C(C=C(C1)C)C (5-iodo-m-xylene), CNC=O (N-methylformamide), CCCCCCCCCCCC (dodecane). Solvent: C1(=CC=CC=C1)C (toluene). Starting materials: NC=1SC=C(N1)CC(=O)OCC (ethyl 2-amino-4-thiazolylacetate), C1(=CC=CC2=CC=CC=C12)S(=O)(=O)Cl (1-naphthylsulfonyl chloride). Yields the product C1(=CC=CC2=CC=CC=C12)S(=O)(=O)NC=1SC=C(N1)CC(=O)OCC (Ethyl 2-{2-[(1-naphthylsulfonyl)amino]-1,3-thiazol-4-yl}acetate). As a reaction SMILES: [NH2:1][C:2]1[S:3][CH:4]=[C:5]([CH2:7][C:8]([O:10][CH2:11][CH3:12])=[O:9])[N:6]=1.[C:13]1([S:23](Cl)(=[O:25])=[O:24])[C:22]2[C:17](=[CH:18][CH:19]=[CH:20][CH:21]=2)[CH:16]=[CH:15][CH:14]=1>>[C:13]1([S:23]([NH:1][C:2]2[S:3][CH:4]=[C:5]([CH2:7][C:8]([O:10][CH2:11][CH3:12])=[O:9])[N:6]=2)(=[O:25])=[O:24])[C:22]2[C:17](=[CH:18][CH:19]=[CH:20][CH:21]=2)[CH:16]=[CH:15][CH:14]=1. Procedure: The title compound was prepared from ethyl 2-amino-4-thiazolylacetate and 1-naphthylsulfonyl chloride according to METHOD A, giving a crude product that was purified by flash column chromatography on silica gel eluting with 2% methanol in DCM. This gave the pure title compound (3.93 g, 89%). MS (Ionspray, [M+H]+) m/z 376; Anal. Calcd. (found) for C17H16N2O4S2: C, 54.2 (54.02)%; H, 4.3 (3.9)%; N, 7.4 (7.1)%. Starting materials: C(C1=CC=CC=C1)N1CC(CN(CC(C1)O)S(=O)(=O)C1=CC=CC=C1)O (5-Benzyl-3,7-dihydroxy-1-phenylsufonyl-1,5-diazacyclooctane), CS(=O)(=O)O (methanesulfonic acid). Solvent: C1(=CC=CC=C1)C (toluene). Conditions: temperature 110 celsius. Product: C(C1=CC=CC=C1)N1CC2CN(CC(C1)O2)S(=O)(=O)C2=CC=CC=C2 (3-Benzyl-7-(phenylsulfonyl)-9-oxa-3,7-diazabicyclo[3.3.1]nonane). Yield: 15.0%. As a reaction SMILES: [CH2:1]([N:8]1[CH2:15][CH:14]([OH:16])[CH2:13][N:12]([S:17]([C:20]2[CH:25]=[CH:24][CH:23]=[CH:22][CH:21]=2)(=[O:19])=[O:18])[CH2:11][CH:10](O)[CH2:9]1)[C:2]1[CH:7]=[CH:6][CH:5]=[CH:4][CH:3]=1.CS(O)(=O)=O>C1(C)C=CC=CC=1>[CH2:1]([N:8]1[CH2:9][CH:10]2[O:16][CH:14]([CH2:13][N:12]([S:17]([C:20]3[CH:21]=[CH:22][CH:23]=[CH:24][CH:25]=3)(=[O:18])=[O:19])[CH2:11]2)[CH2:15]1)[C:2]1[CH:3]=[CH:4][CH:5]=[CH:6][CH:7]=1. Reported procedure: The crude product from step (ii) above was dissolved in warm toluene (150 mL) and treated with anhydrous methanesulfonic acid (50 mL). Toluene (105 mL) was removed from the mixture by distillation at reduced pressure (28 mbar). The remaining mixture was then heated to 110° C. for 6.5 h. The mixture was allowed to cool to 30° C. and the remaining toluene removed by distillation under reduced pressure (25 mbar). The mixture was cooled in an ice/water bath to 40° C. and then treated with water (100... Starting materials: O (H2O), FC1=CC=C(OC2=CC=C(C=C2)C2=CC=CC(=N2)CC(=O)O)C=C1 (2-(6-(4-(4-fluorophenoxy)phenyl)pyridin-2-yl)acetic acid), N[C@@H](C)C(=O)OC ((L)-Ala-OMe), C1CCC(CC1)N=C=NC2CCCCC2 (DCC). The reagents and catalysts are CN(C)C=1C=CN=CC1 (DMAP). Solvent: C(Cl)Cl (DCM), C(Cl)Cl (DCM), CCCCCC (Hexane), CCOC(=O)C (EtOAc). Reaction conditions: time 8 hour. The product is COC(C(C)(C1=NC(=CC=C1)C1=CC=C(C=C1)OC1=CC=C(C=C1)F)NC(C)=O)=O (2-{6-[4-(4-fluoro-phenoxy)phenyl]-pyridin-2-yl}-acetylamino-propionic acid methyl ester). Isolated yield 81.0%. As a reaction SMILES: [F:1][C:2]1[CH:24]=[CH:23][C:5]([O:6][C:7]2[CH:12]=[CH:11][C:10]([C:13]3[N:18]=[C:17](CC(O)=O)[CH:16]=[CH:15][CH:14]=3)=[CH:9][CH:8]=2)=[CH:4][CH:3]=1.[NH2:25][C@H:26]([C:28]([O:30][CH3:31])=[O:29])[CH3:27].C1CCC(N=C=N[CH:41]2[CH2:46]CCCC2)CC1.[OH2:47]>C(Cl)Cl.CN(C1C=CN=CC=1)C.CCCCCC.CCOC(C)=O>[CH3:31][O:30][C:28](=[O:29])[C:26]([NH:25][C:46](=[O:47])[CH3:41])([C:17]1[CH:16]=[CH:15][CH:14]=[C:13]([C:10]2[CH:9]=[CH:8][C:7]([O:6][C:5]3[CH:23]=[CH:24][C:2]([F:1])=[CH:3][CH:4]=3)=[CH:12][CH:11]=2)[N:18]=1)[CH3:27]. Reported procedure: To a solution of compound 25 (30 mg, 0.1 mol) in DCM (1 mL) was added (L)-Ala-OMe (10.3 mg, 0.1 mmol), DCC (23.7 mg, 0.12 mmol) and DMAP (1.2 mg, 0.01 mmol). The reaction mixture was stirred overnight at room temperature. After the reaction was complete, H2O (1 mL) was added. The organic phase was separated and dried over anhydrous Na2SO4. The solvent was removed and the residue was purified by the preparative TLC (MeOH:DCM=1:9, then EtOAc:Hexane=2:1) to give compound 26 (2 mg, 81% yield, LC/MS:... Reactants: NCCC1=CC=C(C=C1)S(=O)(=O)C1CCN(CC1)C(=O)NCCCCCCCC (4-{[4-(2-Aminoethyl)phenyl]sulfonyl}-N-octyl-1-piperidinecarboxamide), C(C)(C)(C)[Si](C1=CC=CC=C1)(C1=CC=CC=C1)OC1=CC=C(C=C1)OCC1OC1 (tert-butyl-(4-oxiranylmethoxy-phenoxy)-diphenylsilane). Yields the product C(CCCCCCC)NC(=O)N1CCC(CC1)S(=O)(=O)C1=CC=C(C=C1)CCNC[C@@H](COC1=CC=C(C=C1)O)O (4-(4-[2-[(2S)-2-Hydroxy-3-(4-hydroxy-phenoxy)-propylamino]-ethyl}-benzenesulfonyl)-piperidine-1-carboxylic acid octylamide). The yield is 17.6%. RXN SMILES: [NH2:1][CH2:2][CH2:3][C:4]1[CH:9]=[CH:8][C:7]([S:10]([CH:13]2[CH2:18][CH2:17][N:16]([C:19]([NH:21][CH2:22][CH2:23][CH2:24][CH2:25][CH2:26][CH2:27][CH2:28][CH3:29])=[O:20])[CH2:15][CH2:14]2)(=[O:12])=[O:11])=[CH:6][CH:5]=1.C([Si]([O:47][C:48]1[CH:53]=[CH:52][C:51]([O:54][CH2:55][CH:56]2[CH2:58][O:57]2)=[CH:50][CH:49]=1)(C1C=CC=CC=1)C1C=CC=CC=1)(C)(C)C>>[CH2:22]([NH:21][C:19]([N:16]1[CH2:17][CH2:18][CH:13]([S:10]([C:7]2[CH:6]=[CH:5][C:4]([CH2:3][CH2:2][NH:1][CH2:58][C@H:56]([OH:57])[CH2:55][O:54][C:51]3[CH:52]=[CH:53][C:48]([OH:47])=[CH:49][CH:50]=3)=[CH:9][CH:8]=2)(=[O:12])=[O:11])[CH2:14][CH2:15]1)=[O:20])[CH2:23][CH2:24][CH2:25][CH2:26][CH2:27][CH2:28][CH3:29]. Procedure details: 4-{[4-(2-Aminoethyl)phenyl]sulfonyl}-N-octyl-1-piperidinecarboxamide (1.53 g, 3.612 mmol) was reacted with tert-butyl-(4-oxiranylmethoxy-phenoxy)-diphenylsilane (1.39 g, 3.431 mmol) according to Procedure G to give the title compound (eluant: 20: chloroform-ethanol) (0.500 g, 0.604 mmol).